Task: describe an organic reaction: reactants, conditions, products, and yield. Dataset: the Open Reaction Database (ORD), a public repository of structured organic reaction records Reactants: OC1=C(C=C(C=C1C(C)(C)CC)C(C)(C)CC)N1N=C2C(=N1)C=CC=C2 (2-(2'-hydroxy-3',5'-di-t-amylphenyl) benzotriazole), OC1=C(C(=O)C2=CC=CC=C2)C=CC(=C1)O (2,4-dihydroxybenzophenone), OC1=C(C=C(C=C1)C)N1N=C2C(=N1)C=CC=C2 (2-(2'-hydroxy-5'-methylphenyl)benzotriazole), C(C)(C)(C)C1=C(C=CC(=C1)C(C)(C)C)C1=C(C(=O)[O-])C=C(C(=C1C(C)(C)C)O)C(C)(C)C (2,4-di-t-butylphenyl-3,5-di-t-butyl-4-hydroxybenzoate), OC1=C(C=C(C=C1C(C)(C)C)C)N1N=C2C(=N1)C=CC(=C2)Cl (2-(2'-hydroxy-3'-t-butyl-5'-methylphenyl)-5-chlorobenzotriazole), OC1=C(C=C(C=C1C(C)(C)C)C(C)(C)C)N1N=C2C(=N1)C=CC(=C2)Cl (2-(2'-hydroxy-3',5'-di-t-butyl-phenyl)-5-chlorobenzotriazole), C(C=1C(O)=CC=CC1)(=O)OC1=CC=CC=C1 (phenyl salicylate). Product: OC1=C(C(=O)C2=CC=CC=C2)C=CC(=C1)OC (2-hydroxy-4-methoxybenzophenone). RXN SMILES: [OH:1][C:2]1[CH:15]=[C:14]([OH:16])[CH:13]=[CH:12][C:3]=1[C:4]([C:6]1[CH:11]=[CH:10][CH:9]=[CH:8][CH:7]=1)=[O:5].O[C:18]1C(C(C)(C)C)=CC(C)=CC=1N1N=C2C=CC(Cl)=CC2=N1.OC1C(C(C)(C)C)=CC(C(C)(C)C)=CC=1N1N=C2C=CC(Cl)=CC2=N1.OC1C=CC(C)=CC=1N1N=C2C=CC=CC2=N1.OC1C(C(CC)(C)C)=CC(C(CC)(C)C)=CC=1N1N=C2C=CC=CC2=N1.C(OC1C=CC=CC=1)(=O)C1C(=CC=CC=1)O.C(C1C=C(C(C)(C)C)C=CC=1C1C(C(C)(C)C)=C(O)C(C(C)(C)C)=CC=1C([O-])=O)(C)(C)C>>[OH:1][C:2]1[CH:15]=[C:14]([O:16][CH3:18])[CH:13]=[CH:12][C:3]=1[C:4]([C:6]1[CH:11]=[CH:10][CH:9]=[CH:8][CH:7]=1)=[O:5]. Procedure details: 2-hydroxy-4-octoxybenzopnenone; 2,4-dihydroxybenzophenone; 2-(2'-hydroxy-3'-t-butyl-5'-methylphenyl)-5-chlorobenzotriazole; 2-(2'-hydroxy-3',5'-di-t-butyl-phenyl)-5-chlorobenzotriazole; 2-(2'-hydroxy-5'-methylphenyl)benzotriazole; 2-(2'-hydroxy-3',5'-di-t-amylphenyl) benzotriazole; phenyl salicylate; 2,4-di-t-butylphenyl-3,5-di-t-butyl-4-hydroxybenzoate.